Dataset: the Open Reaction Database (ORD), a public repository of structured organic reaction records. Task: describe an organic reaction: reactants, conditions, products, and yield Reactants: [Br-], COC(=O)c1ccc(CC(C=O)CCc2ccc(C#N)cc2)cc1, [Li]CCCC, C1CCOC1, CCCCCC, O, Oc1ccccc1C[P+](c1ccccc1)(c1ccccc1)c1ccccc1. Product: COC(=O)c1ccc(CC(C=Cc2ccccc2O)CCc2ccc(C#N)cc2)cc1. Reaction SMILES: [Br-:6].[C:34](#[N:35])[c:36]1[cH:37][cH:38][c:39]([CH2:42][CH2:43][CH:44]([CH2:45][c:46]2[cH:47][cH:48][c:49]([C:50](=[O:51])[O:52][CH3:53])[cH:54][cH:55]2)[CH:56]=[O:57])[cH:40][cH:41]1.[CH2:1]([Li:2])[CH2:3][CH2:4][CH3:5].[CH2:65]1[O:66][CH2:67][CH2:68][CH2:69]1.[CH3:59][CH2:60][CH2:61][CH2:62][CH2:63][CH3:64].[OH2:58].[OH:7][c:8]1[c:9]([CH2:10][P+:11]([c:12]2[cH:13][cH:14][cH:15][cH:16][cH:17]2)([c:18]2[cH:19][cH:20][cH:21][cH:22][cH:23]2)[c:24]2[cH:25][cH:26][cH:27][cH:28][cH:29]2)[cH:30][cH:31][cH:32][cH:33]1>>[OH:7][c:8]1[c:9]([CH:10]=[CH:56][CH:44]([CH2:43][CH2:42][c:39]2[cH:38][cH:37][c:36]([C:34]#[N:35])[cH:41][cH:40]2)[CH2:45][c:46]2[cH:47][cH:48][c:49]([C:50](=[O:51])[O:52][CH3:53])[cH:54][cH:55]2)[cH:30][cH:31][cH:32][cH:33]1. Starting materials: NN (hydrazine), graphite, C(CCCCCCCCCCC)OC1=C(C=C(C=C1)[N+](=O)[O-])OCCCCCCCCCCCC (1,2-Didodecanoxy-4-nitrobenzene). Run in C(C)O (ethanol). Yields the product C(CCCCCCCCCCC)OC1=C(C=C(C=C1)N)OCCCCCCCCCCCC (1,2-didodecanoxy-4-amino benzene). Isolated yield 94.5%. Reaction SMILES: [CH2:1]([O:13][C:14]1[CH:19]=[CH:18][C:17]([N+:20]([O-])=O)=[CH:16][C:15]=1[O:23][CH2:24][CH2:25][CH2:26][CH2:27][CH2:28][CH2:29][CH2:30][CH2:31][CH2:32][CH2:33][CH2:34][CH3:35])[CH2:2][CH2:3][CH2:4][CH2:5][CH2:6][CH2:7][CH2:8][CH2:9][CH2:10][CH2:11][CH3:12].NN>C(O)C>[CH2:1]([O:13][C:14]1[CH:19]=[CH:18][C:17]([NH2:20])=[CH:16][C:15]=1[O:23][CH2:24][CH2:25][CH2:26][CH2:27][CH2:28][CH2:29][CH2:30][CH2:31][CH2:32][CH2:33][CH2:34][CH3:35])[CH2:2][CH2:3][CH2:4][CH2:5][CH2:6][CH2:7][CH2:8][CH2:9][CH2:10][CH2:11][CH3:12]. Procedure details: 1,2-Didodecanoxy-4-nitrobenzene (10 g, 20.4 mmol) was then dissolved in ethanol (100 ml) , followed by addition of hydrazine (4ml) and graphite (8 g). The mixture was then refluxed for 24 hours and filtered. The filtrate was given a hexane/water work-up and the hexane fraction was dried over MgSO4 and evaporated to produce 1,2-didodecanoxy-4-amino benzene as white solid (8.9 g, 95%). 1H NMR (CDCl3) d 7.02(s, Ph, 1H) 6.96 (d, Ph, 1H), 6.69 (d, Ph, 1H), 3.97 (m, OCH2, 4H), 2.0-0.8 (m, alkyl ).